From a dataset of the Open Reaction Database (ORD), a public repository of structured organic reaction records. describe an organic reaction: reactants, conditions, products, and yield Reactants: C(C)(=O)Cl (acetyl chloride), C(CCC)OC1=CC=C(C(=O)NC2=CC=C(C=C2)N2CC(CC2)=O)C=C1 (4-butoxy-N-[4-(3-oxopyrrolidin-1-yl)phenyl]benzamide), C(O)CN (ethanolamine), C([O-])([O-])=O.[K+].[K+] (potassium carbonate). Run in ClCCl (dichloromethane), ClCCl (dichloromethane). Reaction conditions: time 48 hour. Yields the product C(C)(=O)N1CCOC12CN(CC2)C2=CC=C(C=C2)NC(C2=CC=C(C=C2)OCCCC)=O (N-[4-(4-Acetyl-1-oxa-4,7-diazaspiro[4,4]non-7-yl)phenyl]-4-butoxybenzamide). As a reaction SMILES: [CH2:1]([O:5][C:6]1[CH:26]=[CH:25][C:9]([C:10]([NH:12][C:13]2[CH:18]=[CH:17][C:16]([N:19]3[CH2:23][CH2:22][C:21](=[O:24])[CH2:20]3)=[CH:15][CH:14]=2)=[O:11])=[CH:8][CH:7]=1)[CH2:2][CH2:3][CH3:4].[CH2:27]([CH2:29][NH2:30])O.C(=O)([O-])[O-].[K+].[K+].[C:37](Cl)(=[O:39])[CH3:38]>ClCCl>[C:37]([N:30]1[C:21]2([CH2:22][CH2:23][N:19]([C:16]3[CH:17]=[CH:18][C:13]([NH:12][C:10](=[O:11])[C:9]4[CH:25]=[CH:26][C:6]([O:5][CH2:1][CH2:2][CH2:3][CH3:4])=[CH:7][CH:8]=4)=[CH:14][CH:15]=3)[CH2:20]2)[O:24][CH2:27][CH2:29]1)(=[O:39])[CH3:38] |f:2.3.4|. Reported procedure: A mixture of 4-butoxy-N-[4-(3-oxopyrrolidin-1-yl)phenyl]benzamide (70 mg), ethanolamine (12 mg), potassium carbonate (27 mg) and dichloromethane (3 ml) was stirred for 48 hours, and then acetyl chloride (16 mg) was added. After 20 hours, the mixture was diluted with dichloromethane, washed with water, dried over magnesium sulfate and concentrated. The residue was purified by preparative HPLC. The product with the molecular weight of 437.54 (C25H31N3O4); MS (ESI): 438 (M+H+) was obtained in this ... The reactants are O=C(CBr)c1ccccc1, O=C([O-])O, Oc1cc(OCc2ccccc2)ccc1OCc1ccccc1, CC#N, [K+], C1COCCOCCOCCOCCOCCO1. Yields the product O=C(COc1cc(OCc2ccccc2)ccc1OCc1ccccc1)c1ccccc1. RXN SMILES: [Br:24][CH2:25][C:26](=[O:27])[c:28]1[cH:29][cH:30][cH:31][cH:32][cH:33]1.[C:34](=[O:35])([O-:36])[OH:37].[CH2:1]([c:2]1[cH:3][cH:4][cH:5][cH:6][cH:7]1)[O:8][c:9]1[c:10]([OH:23])[cH:11][c:12]([O:15][CH2:16][c:17]2[cH:18][cH:19][cH:20][cH:21][cH:22]2)[cH:13][cH:14]1.[CH3:57][C:58]#[N:59].[K+:38].[O:39]1[CH2:40][CH2:41][O:42][CH2:43][CH2:44][O:45][CH2:46][CH2:47][O:48][CH2:49][CH2:50][O:51][CH2:52][CH2:53][O:54][CH2:55][CH2:56]1>>[CH2:1]([c:2]1[cH:3][cH:4][cH:5][cH:6][cH:7]1)[O:8][c:9]1[c:10]([O:23][CH2:25][C:26](=[O:27])[c:28]2[cH:29][cH:30][cH:31][cH:32][cH:33]2)[cH:11][c:12]([O:15][CH2:16][c:17]2[cH:18][cH:19][cH:20][cH:21][cH:22]2)[cH:13][cH:14]1.